Dataset: the Open Reaction Database (ORD), a public repository of structured organic reaction records. Task: describe an organic reaction: reactants, conditions, products, and yield Reaction SMILES: [C:1]([C:3]1[CH:4]=[C:5]2[C:10](=[CH:11][CH:12]=1)[N:9]([CH3:13])[C:8](=[O:14])[CH:7]=[C:6]2[CH2:15][CH2:16]O)#[N:2].[Br:18]P(Br)(C1C=CC=CC=1)(C1C=CC=CC=1)C1C=CC=CC=1.ClCCl>C(OCC)C>[Br:18][CH2:16][CH2:15][C:6]1[C:5]2[C:10](=[CH:11][CH:12]=[C:3]([C:1]#[N:2])[CH:4]=2)[N:9]([CH3:13])[C:8](=[O:14])[CH:7]=1. Reported procedure: 0.24 g (1.05 mmol) of 6- cyano-4-(2-hydroxyethyl)-1-methyl-2(1H)-quinolone is added in small amounts to 0.48 g (1.14 mmol) of dibromotriphenylphosphorane in 14 ml of dichdoromethane at room temperature. After 75 minutes of stirring at room temperature, the reaction medium is poured into 200 ml of dichloromethane and the mixture is washed with water. The organic phase is dried over sodium sulphate, filtered and condensed under vacuum. The white residue is ground in diethylether. The solid obtaine... Run in C(C)OCC (diethylether). The product is BrCCC1=CC(N(C2=CC=C(C=C12)C#N)C)=O (4-(2-bromoethyl) -6-cyano-1-methyl-2(1H)-quinolone). The reactants are ClCCl (dichloromethane), C(#N)C=1C=C2C(=CC(N(C2=CC1)C)=O)CCO (6- cyano-4-(2-hydroxyethyl)-1-methyl-2(1H)-quinolone), BrP(C1=CC=CC=C1)(C1=CC=CC=C1)(C1=CC=CC=C1)Br (dibromotriphenylphosphorane), ClCCl (dichloromethane). Reaction conditions: time 75 minute. Reactants: BrC1=NC=C(C=C1)I (2-bromo-5-iodo-pyridine), CC(=O)C (acetone), C(CCC)[Li] (n-butyl lithium). Solvent: C1CCOC1 (THF), CCOCC (ether). Reaction conditions: temperature -78 celsius, time 30 minute. Product: BrC1=CC=C(C=N1)C(C)(C)O (2-(6-Bromo-pyridin-3-yl)-propan-2-ol). The yield is 63.5%. Reaction SMILES: [Br:1][C:2]1[CH:7]=[CH:6][C:5](I)=[CH:4][N:3]=1.C([Li])CCC.[CH3:14][C:15]([CH3:17])=[O:16]>C1COCC1.CCOCC>[Br:1][C:2]1[N:3]=[CH:4][C:5]([C:15]([OH:16])([CH3:17])[CH3:14])=[CH:6][CH:7]=1. Reported procedure: To 2-bromo-5-iodo-pyridine (2.974 g, 10.2 mmol) in a mixture of THF (15 mL) and ether (20 mL) at −78° C. is added dropwise n-butyl lithium (2.5 M in hexane, 4 L, 10.2 mmol). The mixture is stirred at −78° C. for 30 min, then acetone (anhydrous, 0.749 uL, 10.2 mmol) is added drop wise. The mixture is slowly warmed up to −50° C. over 1.5 h and is quenched with saturated ammonium chloride, extracted with ethyl acetate. The organic phase is separated, dried and rotavaped. The residue is purified by ... Reactants: CCN1CCN(S(=O)(=O)c2ccc(Br)cc2)CC1, CCN1CCN(S(=O)(=O)c2ccc(N3CCc4c(-c5cnc(N(Cc6ccc(OC)cc6)Cc6ccc(OC)cc6)nc5)nc(N5CCOCC5)nc43)cc2)CC1, COc1ccc(CN(Cc2ccc(OC)cc2)c2ncc(-c3nc(N4CCOCC4)nc4c3CCN4)cn2)cc1. The product is CCN1CCN(S(=O)(=O)c2ccc(N3CCc4c(-c5cnc(N)nc5)nc(N5CCOCC5)nc43)cc2)CC1. As a reaction SMILES: [Br:41][c:42]1[cH:43][cH:44][c:45]([S:46]([N:47]2[CH2:48][CH2:49][N:50]([CH2:51][CH3:52])[CH2:53][CH2:54]2)(=[O:55])=[O:56])[cH:57][cH:58]1.[CH2:59]([CH3:60])[N:61]1[CH2:62][CH2:63][N:64]([S:67](=[O:68])(=[O:69])[c:70]2[cH:71][cH:72][c:73]([N:76]3[CH2:77][CH2:78][c:79]4[c:80]3[n:81][c:82]([N:110]3[CH2:111][CH2:112][O:113][CH2:114][CH2:115]3)[n:83][c:84]4-[c:85]3[cH:86][n:87][c:88]([N:91]([CH2:92][c:93]4[cH:94][cH:95][c:96]([O:97][CH3:98])[cH:99][cH:100]4)[CH2:101][c:102]4[cH:103][cH:104][c:105]([O:106][CH3:107])[cH:108][cH:109]4)[n:89][cH:90]3)[cH:74][cH:75]2)[CH2:65][CH2:66]1.[CH3:1][O:2][c:3]1[cH:4][cH:5][c:6]([CH2:7][N:8]([CH2:9][c:10]2[cH:11][cH:12][c:13]([O:14][CH3:15])[cH:16][cH:17]2)[c:18]2[n:19][cH:20][c:21](-[c:22]3[c:23]4[c:27]([n:28][c:29]([N:30]5[CH2:31][CH2:32][O:33][CH2:34][CH2:35]5)[n:36]3)[NH:26][CH2:25][CH2:24]4)[cH:37][n:38]2)[cH:39][cH:40]1>>[CH2:59]([CH3:60])[N:61]1[CH2:62][CH2:63][N:64]([S:67](=[O:68])(=[O:69])[c:70]2[cH:71][cH:72][c:73]([N:76]3[CH2:77][CH2:78][c:79]4[c:80]3[n:81][c:82]([N:110]3[CH2:111][CH2:112][O:113][CH2:114][CH2:115]3)[n:83][c:84]4-[c:85]3[cH:86][n:87][c:88]([NH2:91])[n:89][cH:90]3)[cH:74][cH:75]2)[CH2:65][CH2:66]1. Reactants: OC1=C(C(=O)O)C=CC(=C1)I (2-hydroxy-4-iodobenzoic acid), C(C)(C)(C)C=1C=C(C=C(C1N(C)C)Cl)C(C#C)O (1-(3-tert-butyl-5-chloro-4-dimethylaminophenyl)prop-2-yn-1-ol). Reagents/catalysts: [Cu](I)I (copper iodide), Cl[Pd]([P](C1=CC=CC=C1)(C2=CC=CC=C2)C3=CC=CC=C3)([P](C4=CC=CC=C4)(C5=CC=CC=C5)C6=CC=CC=C6)Cl (bis(triphenyl-phosphine)palladium chloride). The product is C(C)(C)(C)C=1C=C(C=C(C1N(C)C)Cl)C(C#CC1=CC(=C(C(=O)O)C=C1)O)O (4-[3-(3-tert-butyl-5-chloro-4-dimethylaminophenyl)-3-hydroxyprop-1-ynyl]-2-hydroxybenzoic acid), oil. Yield: 42.0%. Reaction SMILES: [OH:1][C:2]1[CH:10]=[C:9](I)[CH:8]=[CH:7][C:3]=1[C:4]([OH:6])=[O:5].[C:12]([C:16]1[CH:17]=[C:18]([CH:26]([OH:29])[C:27]#[CH:28])[CH:19]=[C:20]([Cl:25])[C:21]=1[N:22]([CH3:24])[CH3:23])([CH3:15])([CH3:14])[CH3:13]>[Cu](I)I.Cl[Pd](Cl)([P](C1C=CC=CC=1)(C1C=CC=CC=1)C1C=CC=CC=1)[P](C1C=CC=CC=1)(C1C=CC=CC=1)C1C=CC=CC=1>[C:12]([C:16]1[CH:17]=[C:18]([CH:26]([OH:29])[C:27]#[C:28][C:9]2[CH:8]=[CH:7][C:3]([C:4]([OH:6])=[O:5])=[C:2]([OH:1])[CH:10]=2)[CH:19]=[C:20]([Cl:25])[C:21]=1[N:22]([CH3:23])[CH3:24])([CH3:15])([CH3:14])[CH3:13] |^1:35,54|. Procedure: In a manner analogous to example 1 f, the process is carried out by a reaction of 220 mg (0.83 mmol) of 2-hydroxy-4-iodobenzoic acid with 320 mg (1.2 mmol) of 1-(3-tert-butyl-5-chloro-4-dimethylaminophenyl)prop-2-yn-1-ol in the presence of 9 mg (0.05 mmol) of copper iodide and 17 mg (0.025 mmol) of bis(triphenyl-phosphine)palladium chloride. 140 mg of 4-[3-(3-tert-butyl-5-chloro-4-dimethylaminophenyl)-3-hydroxyprop-1-ynyl]-2-hydroxybenzoic acid are obtained in the form of a yellowish oil (Mp=175...